This data is from the Open Reaction Database (ORD), a public repository of structured organic reaction records. The task is: describe an organic reaction: reactants, conditions, products, and yield The reactants are FC(C1=CC(=NC=2N1N=CC2C(=O)O)C2=CC=C(C=C2)C(F)(F)F)F (7-difluoromethyl-5-(4-trifluoromethyl-phenyl)-pyrazolo[1,5-a]pyrimidine-3-carboxylic acid), NC=1C=C(C=CC1)S(=O)(=O)NCC(C)(C)C (3-amino-N-(2,2-dimethyl-propyl)-benzenesulfonamide). The product is CC(CNS(=O)(=O)C=1C=C(C=CC1)NC(=O)C=1C=NN2C1N=C(C=C2C(F)F)C2=CC=C(C=C2)C(F)(F)F)(C)C (7-Difluoromethyl-5-(4-trifluoromethyl-phenyl)-pyrazolo[1,5-a]pyrimidine-3-carboxylic acid[3-(2,2-dimethyl-propylsulfamoyl)-phenyl]-amide). As a reaction SMILES: [F:1][CH:2]([F:25])[C:3]1[N:8]2[N:9]=[CH:10][C:11]([C:12](O)=[O:13])=[C:7]2[N:6]=[C:5]([C:15]2[CH:20]=[CH:19][C:18]([C:21]([F:24])([F:23])[F:22])=[CH:17][CH:16]=2)[CH:4]=1.[NH2:26][C:27]1[CH:28]=[C:29]([S:33]([NH:36][CH2:37][C:38]([CH3:41])([CH3:40])[CH3:39])(=[O:35])=[O:34])[CH:30]=[CH:31][CH:32]=1>>[CH3:39][C:38]([CH3:41])([CH3:40])[CH2:37][NH:36][S:33]([C:29]1[CH:28]=[C:27]([NH:26][C:12]([C:11]2[CH:10]=[N:9][N:8]3[C:3]([CH:2]([F:25])[F:1])=[CH:4][C:5]([C:15]4[CH:20]=[CH:19][C:18]([C:21]([F:24])([F:23])[F:22])=[CH:17][CH:16]=4)=[N:6][C:7]=23)=[O:13])[CH:32]=[CH:31][CH:30]=1)(=[O:35])=[O:34]. Procedure: The title compound was prepared from 7-difluoromethyl-5-(4-trifluoromethyl-phenyl)-pyrazolo[1,5-a]pyrimidine-3-carboxylic acid (example C.1) and 3-amino-N-(2,2-dimethyl-propyl)-benzenesulfonamide (example B.4) according to general procedure II. Light yellow solid. MS (ISP) 580.3 [(M−H−]; mp 208° C.